The task is: describe an organic reaction: reactants, conditions, products, and yield. This data is from the Open Reaction Database (ORD), a public repository of structured organic reaction records. Reactants: C(C1=CC=CC=C1)(=O)O[C@H]1C[C@@H]2[C@@](OO[C@@H]([C@]1(O)C)C2)(CSC2=CC=CC=C2)C ((1R,4R,5S,7S,8S)-7-benzoyloxy-4,8-dimethyl-4-phenylthiomethyl-2,3-dioxabicyclo[3.3.1]nonan-8-ol), 4a/4b, thiol, O=O (Oxygen), β-benzoate, C1(=CC=CC=C1)S (PhSH), C1=CC=C(C=C1)P(C2=CC=CC=C2)C3=CC=CC=C3 (Ph3P). Solvent: C(Cl)Cl (CH2Cl2), CCOC(=O)C.CCCCCC (EtOAc hexane), benezene-n-heptane, CCCCCCC (heptane). Conditions: temperature 4 celsius, time 1 hour. The product is hexane-EtOA, C(C1=CC=CC=C1)(=O)O[C@H]1C[C@@H]2[C@](OO[C@@H]([C@]1(O)C)C2)(CSC2=CC=CC=C2)C ((1R,4S,5S,7S,8S)-7-benzoyloxy-4,8-dimethyl-4-phenylthiomethyl-2,3-dioxabicyclo[3.3.1]nonan-8-ol). Yield: 22.3%. As a reaction SMILES: O=O.C1(S)C=CC=CC=1.C1C=CC(P(C2C=CC=CC=2)C2C=CC=CC=2)=CC=1.[C:29]([O:37][C@@H:38]1[C@:45]([CH3:47])([OH:46])[C@H:44]2[CH2:48][C@@H:40]([C@:41]([CH3:57])([CH2:49][S:50][C:51]3[CH:56]=[CH:55][CH:54]=[CH:53][CH:52]=3)[O:42][O:43]2)[CH2:39]1)(=[O:36])[C:30]1[CH:35]=[CH:34][CH:33]=[CH:32][CH:31]=1>CCCCCCC.C(Cl)Cl.CCOC(C)=O.CCCCCC>[C:29]([O:37][C@@H:38]1[C@:45]([CH3:47])([OH:46])[C@H:44]2[CH2:48][C@@H:40]([C@@:41]([CH3:57])([CH2:49][S:50][C:51]3[CH:52]=[CH:53][CH:54]=[CH:55][CH:56]=3)[O:42][O:43]2)[CH2:39]1)(=[O:36])[C:30]1[CH:31]=[CH:32][CH:33]=[CH:34][CH:35]=1 |f:6.7|. Procedure: Oxygen was bubbled through a solution of the β-benzoate 3a (350 mg, 1.36 mmol) and DBPO (4.3 mg, 0.018 mmol) in benezene-n-heptane (20 mL, 1:1) for 10 h with simultaneous addition of a solution of PhSH (50 mg, 0.45 mmol) in heptane (10 mL) (syringe pump). After completion of the thiol addition, the mixture was kept under oxygen for an addition 15 h, diluted with CH2Cl2 (10 mL), cooled to 4° C. and Ph3P (118 mg, 0.45 mmol) was added in 4 portions. The mixture was stirred at 4° C. for 1 h and at r... Reactants: [H-].[Al+3].[Li+].[H-].[H-].[H-] (lithium aluminum hydride), COCC1OC2=C(C1)C=C(C=C2)C(=O)OCC (ethyl 2-methoxymethyl-2,3-dihydrobenzofuran-5-carboxylate), crude product. The solvent is O1CCCC1 (tetrahydrofuran), C(Cl)Cl (methylene chloride). Yields the product OCC=1C=CC2=C(CC(O2)COC)C1 (5-Hydroxymethyl-2-methoxymethyl-2,3-dihydrobenzofuran). Yield: 64.0%. Reaction SMILES: [CH3:1][O:2][CH2:3][CH:4]1[CH2:8][C:7]2[CH:9]=[C:10]([C:13](OCC)=[O:14])[CH:11]=[CH:12][C:6]=2[O:5]1.[H-].[Al+3].[Li+].[H-].[H-].[H-]>O1CCCC1.C(Cl)Cl>[OH:14][CH2:13][C:10]1[CH:11]=[CH:12][C:6]2[O:5][CH:4]([CH2:3][O:2][CH3:1])[CH2:8][C:7]=2[CH:9]=1 |f:1.2.3.4.5.6|. Procedure details: To an anhydrous solution of 2.66 g (11.26 mmole) ethyl 2-methoxymethyl-2,3-dihydrobenzofuran-5-carboxylate in 15 ml tetrahydrofuran was added, in portions with stirring under nitrogen, 426 mg (11.26 mmole) lithium aluminum hydride and the mixture was stirred at room temperature for 2.4 hours. The reaction was quenched by cautious, dropwise addition of water, then acidified with 1N hydrochloric acid. The volatiles were evaporated and the residue taken up in water and extracted with ethyl ether, w... Procedure details: A mixture of benzeneboronic acid (2.05 g, 16.8 mmol), 3-bromomethylbenzonitrile (3 g, 15.3 mmol), dichlorobis(triphenylphosphine)palladium(II) (1.07 g, 1.53 mmol), tri-o-tolylphosphine (0.465 g, 29 mmol) and sodium carbonate (3.08 g, 29 mmol) in aqueous acetonitrile (1:10, 220 mL) was refluxed under nitrogen for 2 hours, cooled to room temperature, concentrated under reduced pressure, taken up in dilute hydrochloric acid (2N, 150 mL) and extracted with diethyl ether (3×70 mL). The organic extrac... Reaction SMILES: [C:1]1(B(O)O)[CH:6]=[CH:5][CH:4]=[CH:3][CH:2]=1.Br[CH2:11][C:12]1[CH:13]=[C:14]([CH:17]=[CH:18][CH:19]=1)[C:15]#[N:16].C1(C)C=CC=CC=1P(C1C=CC=CC=1C)C1C=CC=CC=1C.C(=O)([O-])[O-].[Na+].[Na+]>C(#N)C.Cl[Pd](Cl)([P](C1C=CC=CC=1)(C1C=CC=CC=1)C1C=CC=CC=1)[P](C1C=CC=CC=1)(C1C=CC=CC=1)C1C=CC=CC=1>[CH2:11]([C:12]1[CH:13]=[C:14]([CH:17]=[CH:18][CH:19]=1)[C:15]#[N:16])[C:1]1[CH:6]=[CH:5][CH:4]=[CH:3][CH:2]=1 |f:3.4.5,^1:53,72|. Reagents/catalysts: Cl[Pd]([P](C1=CC=CC=C1)(C2=CC=CC=C2)C3=CC=CC=C3)([P](C4=CC=CC=C4)(C5=CC=CC=C5)C6=CC=CC=C6)Cl (dichlorobis(triphenylphosphine)palladium(II)). Product: C(C1=CC=CC=C1)C=1C=C(C#N)C=CC1 (3-Benzylbenzonitrile). Reactants: C1(=CC=CC=C1)B(O)O (benzeneboronic acid), BrCC=1C=C(C#N)C=CC1 (3-bromomethylbenzonitrile), C1(=C(C=CC=C1)P(C1=C(C=CC=C1)C)C1=C(C=CC=C1)C)C (tri-o-tolylphosphine), C([O-])([O-])=O.[Na+].[Na+] (sodium carbonate). The solvent is C(C)#N (acetonitrile). Product: C(C)(C)(C)OC(=O)N(CC(=O)N(CCC[P+](C1=CC=CC=C1)(C1=CC=CC=C1)C1=CC=CC=C1)C)C.[Br-] (N2-(tert-butoxycarbonyl)-N,N2-dimethyl-N-[3-(triphenylphosphonio)propyl]glycinamide bromide). Reaction SMILES: [C:1]([O:5][C:6]([N:8]([CH3:13])[CH2:9][C:10]([OH:12])=O)=[O:7])([CH3:4])([CH3:3])[CH3:2].C(N(CC)C(C)C)(C)C.O.ON1C2C=CC=CC=2N=N1.[BrH:34].[Br-].[CH3:36][NH:37][CH2:38][CH2:39][CH2:40][P+:41]([C:54]1[CH:59]=[CH:58][CH:57]=[CH:56][CH:55]=1)([C:48]1[CH:53]=[CH:52][CH:51]=[CH:50][CH:49]=1)[C:42]1[CH:47]=[CH:46][CH:45]=[CH:44][CH:43]=1.Cl.C(N=C=NCCCN(C)C)C>C(Cl)Cl.CN(C)C1C=CN=CC=1>[C:1]([O:5][C:6]([N:8]([CH3:13])[CH2:9][C:10]([N:37]([CH3:36])[CH2:38][CH2:39][CH2:40][P+:41]([C:54]1[CH:59]=[CH:58][CH:57]=[CH:56][CH:55]=1)([C:42]1[CH:43]=[CH:44][CH:45]=[CH:46][CH:47]=1)[C:48]1[CH:53]=[CH:52][CH:51]=[CH:50][CH:49]=1)=[O:12])=[O:7])([CH3:2])([CH3:3])[CH3:4].[Br-:34] |f:2.3,4.5.6,7.8,11.12|. Yield: 77.4%. Reagents/catalysts: CN(C1=CC=NC=C1)C (4-dimethylaminopyridine). Reactants: C(C)(C)(C)OC(=O)N(CC(=O)O)C (N-(tert-butoxycarbonyl)-N-methylglycine), Br.[Br-].CNCCC[P+](C1=CC=CC=C1)(C1=CC=CC=C1)C1=CC=CC=C1 ([3-(methylamino)propyl](triphenyl)phosphonium bromide hydrobromide), C(C)(C)N(C(C)C)CC (N,N-diisopropylethylamine), O.ON1N=NC2=C1C=CC=C2 (1-hydroxybenzotriazole hydrate), Cl.C(C)N=C=NCCCN(C)C (1-ethyl-(3-dimethylaminopropyl)carbodiimide hydrochloride). Run at time 10 minute. Procedure details: N-(tert-butoxycarbonyl)-N-methylglycine (309 mg, 1.63 mmol) was taken up in methylene chloride (7.8 mL) and treated with N,N-diisopropylethylamine (1.0 mL, 5.7 mmol), and 1-hydroxybenzotriazole hydrate (233 mg, 1.52 mmol). After 10 minutes at room temperature, [3-(methylamino)propyl](triphenyl)phosphonium bromide hydrobromide (933 mg, 1.88 mmol) was added, followed by 1-ethyl-(3-dimethylaminopropyl)carbodiimide hydrochloride (353 mg, 1.84 mmol) and 4-dimethylaminopyridine (145 mg, 0.11 mmol). Th... The solvent is C(Cl)Cl (methylene chloride). The reactants are C([O-])([O-])=O.[K+].[K+] (potassium carbonate), FC1=C(C(=CC=C1)F)O (2,6-difluorophenol), CI (methyl iodide). Solvent: CC(=O)C (acetone). Yields the product FC1=C(C(=CC=C1)F)OC (2,6-Difluoroanisole). Isolated yield 77.9%. RXN SMILES: [F:1][C:2]1[CH:7]=[CH:6][CH:5]=[C:4]([F:8])[C:3]=1[OH:9].[C:10](=O)([O-])[O-].[K+].[K+].CI>CC(C)=O>[F:1][C:2]1[CH:7]=[CH:6][CH:5]=[C:4]([F:8])[C:3]=1[O:9][CH3:10] |f:1.2.3|. Reported procedure: 20 g (153.74 mmol) of 2,6-difluorophenol is dissolved in 200 ml of acetone and mixed under nitrogen with 42.5 g (307.48 mmol) of potassium carbonate. After 19.1 ml of methyl iodide (2 equivalents) is added, it is refluxed for three and one-half hours. After cooling, the reaction mixture is filtered, the filter residue is washed with acetone, and the filtrate is spun in until a dry state is reached. The residue is chromatographed on silica gel (mobile solvent:ethyl acetate/hexane). 17.27 g (77.9%... Reactants: S1C=C(C2=C1C=CC=C2)C(C(=O)OC)O (methyl 2-(1-benzothiophen-3-yl)-2-hydroxyacetate), C(C)(C)(C)Br (tertbutylbromide). Reagents/catalysts: [Ag-]=O (silver (I) oxide). Solvent: C1CCCCC1 (cyclohexane), ClCCl (dichloromethane). Conditions: time 20 hour. Yields the product S1C=C(C2=C1C=CC=C2)C(C(=O)OC)OC(C)(C)C (methyl 2-(1-benzothiophen-3-yl)-2-(tert-butoxy)acetate). Yield: 18.5%. Reaction SMILES: [S:1]1[C:5]2[CH:6]=[CH:7][CH:8]=[CH:9][C:4]=2[C:3]([CH:10]([OH:15])[C:11]([O:13][CH3:14])=[O:12])=[CH:2]1.[C:16](Br)([CH3:19])([CH3:18])[CH3:17]>C1CCCCC1.ClCCl.[Ag-]=O>[S:1]1[C:5]2[CH:6]=[CH:7][CH:8]=[CH:9][C:4]=2[C:3]([CH:10]([O:15][C:16]([CH3:19])([CH3:18])[CH3:17])[C:11]([O:13][CH3:14])=[O:12])=[CH:2]1. Procedure: A mixture of methyl 2-(1-benzothiophen-3-yl)-2-hydroxyacetate (4a) (300 mg, 1.35 mmol), silver (I) oxide (938 mg, 4.05 mmol) and tertbutylbromide (910 μL, 8.1 mmol) in a mixture of cyclohexane (5 mL) and dichloromethane (1 mL) was vigorously stirred for 20 hours under a nitrogen atmosphere. The reaction mixture was then filtered and concentrated in vacuo. The residue was purified by flash chromatography on silica gel (cyclohexane/ethyl acetate 90/10) to afford the desired ether oxide (4b) as a w... Starting materials: CC(C)(C)OC(=O)NC(CCCCNC(=O)CCC(=O)c1ccccc1)C(N)=O, ClCCl, O=C(O)C(F)(F)F. Product: NC(=O)C(N)CCCCNC(=O)CCC(=O)c1ccccc1. As a reaction SMILES: [C:8]([O:9][C:10](=[O:11])[NH:14][CH:15]([CH2:16][CH2:17][CH2:18][CH2:19][NH:20][C:21]([CH2:22][CH2:23][C:24]([c:25]1[cH:26][cH:27][cH:28][cH:29][cH:30]1)=[O:31])=[O:32])[C:33]([NH2:34])=[O:35])([CH3:12])([CH3:13])[CH3:36].[Cl:37][CH2:38][Cl:39].[OH:1][C:2]([C:3]([F:4])([F:5])[F:6])=[O:7]>>[NH2:14][CH:15]([CH2:16][CH2:17][CH2:18][CH2:19][NH:20][C:21]([CH2:22][CH2:23][C:24]([c:25]1[cH:26][cH:27][cH:28][cH:29][cH:30]1)=[O:31])=[O:32])[C:33]([NH2:34])=[O:35]. Product: COC(=O)C(C)N(Cc1cccc(OC)c1)c1ccc(F)c(Cl)c1. Reaction SMILES: [C:17]([NH3+:18])([CH3:19])([CH3:20])[CH3:21].[CH3:22][O:23][c:24]1[cH:25][c:26]([CH2:27][Br:28])[cH:29][cH:30][cH:31]1.[Cl:1][c:2]1[cH:3][c:4]([NH:9][CH:10]([CH3:11])[C:12](=[O:13])[O:14][CH3:15])[cH:5][cH:6][c:7]1[F:8].[H-:33].[I-:16].[Na+:32].[Na+:38].[O-:34][C:35]([OH:36])=[O:37].[O:39]=[CH:40][N:41]([CH3:42])[CH3:43]>>[Cl:1][c:2]1[cH:3][c:4]([N:9]([CH:10]([CH3:11])[C:12](=[O:13])[O:14][CH3:15])[CH2:27][c:26]2[cH:25][c:24]([O:23][CH3:22])[cH:31][cH:30][cH:29]2)[cH:5][cH:6][c:7]1[F:8]. The reactants are CC(C)(C)[NH3+], COc1cccc(CBr)c1, COC(=O)C(C)Nc1ccc(F)c(Cl)c1, [H-], [I-], [Na+], [Na+], O=C([O-])O, CN(C)C=O. Reactants: FC1(CCC(CC1)=O)F (4,4-difluorocyclohexanone), C(C)OP(=O)(OCC)CC(=O)OC(C)(C)C (tert-Butyl diethylphosphonoacetate), [H-].[Na+] (sodium hydride). The solvent is C1CCOC1 (THF), C1CCOC1 (THF), C1CCOC1 (THF). Conditions: time 30 minute. The product is FC1(CCC(CC1)=CC(=O)OC(C)(C)C)F (tert-Butyl 2-(4,4-difluorocyclohexylidene)acetate). Reaction SMILES: [H-].[Na+].C(OP([CH2:11][C:12]([O:14][C:15]([CH3:18])([CH3:17])[CH3:16])=[O:13])(OCC)=O)C.[F:19][C:20]1([F:27])[CH2:25][CH2:24][C:23](=O)[CH2:22][CH2:21]1>C1COCC1>[F:19][C:20]1([F:27])[CH2:25][CH2:24][C:23](=[CH:11][C:12]([O:14][C:15]([CH3:16])([CH3:17])[CH3:18])=[O:13])[CH2:22][CH2:21]1 |f:0.1|. Procedure: A suspension of sodium hydride (0.298 g, 7.46 mmol) in THF (10 mL) was cooled to 0° C. tert-Butyl diethylphosphonoacetate (1.751 mL, 7.46 mmol) diluted with THF (10 mL) was added dropwise. The reaction mixture was removed from the cooling bath and stirred at room temperature for 30 min. The reaction mixture was then cooled to 0° C. and 4,4-difluorocyclohexanone (1 g, 7.46 mmol) diluted with THF (2 mL) was added. The reaction mixture was stirred at room temperature under nitrogen over night. The ... Reactants: O=C(C)C=C(C)C (mesityl oxide), sulfonic acid, [O-]O.C1(=CC=CC=C1)C(C)C (cumene hydroperoxide). Conditions: time 5 hour. The product is CC(C)(CC(C)=O)OOC(C)(C)C1=CC=CC=C1 (2-METHYL-2-CUMYLPEROXY-4-PENTANONE). As a reaction SMILES: [O:1]=[C:2]([CH:4]=[C:5]([CH3:7])[CH3:6])[CH3:3].[O-:8][OH:9].[C:10]1([CH:16]([CH3:18])[CH3:17])[CH:15]=[CH:14][CH:13]=[CH:12][CH:11]=1>>[CH3:6][C:5]([O:8][O:9][C:16]([C:10]1[CH:15]=[CH:14][CH:13]=[CH:12][CH:11]=1)([CH3:18])[CH3:17])([CH2:4][C:2](=[O:1])[CH3:3])[CH3:7] |f:1.2|. Reported procedure: A mixture of 3.4 g. (0.035 mole) of mesityl oxide and 1.0 g. of Amberlyst 15® sulfonic acid type ion-exchange resin was stirred at 25°-30° C., while 7.6 g. (0.050 mole) of 80% cumene hydroperoxide was added slowly. After stirring for 5 hours, the ion-exchange resin was separated by filtration, 25 ml. of pentane added and the filtrate washed with cold aqueous sodium bisulfite solution, sodium hydroxide solution and water. The pentane solution of the product was dried over anhydrous magnesium sulf...